Dataset: the Open Reaction Database (ORD), a public repository of structured organic reaction records. Task: describe an organic reaction: reactants, conditions, products, and yield Reactants: [H-].[Na+] (Sodium hydride), C(#N)C1CC2CCC(C1(N2CC=C)C2=CC=CC=C2)O (7-cyano-1-phenyl-8-(prop-2-enyl)-8-azabicyclo[3.2.1]octan-2-ol), FC(C=1C=C(CBr)C=C(C1)C(F)(F)F)(F)F (3,5-bis(trifluoromethyl)benzyl bromide), C1COCCOCCOCCOCCOCCO1 (18-crown-6). Solvent: C1CCOC1 (THF). Conditions: time 20 hour. The product is FC(C=1C=C(C=C(C1)C(F)(F)F)CO[C@H]1[C@@]2([C@H](C[C@H](CC1)N2CC=C)C#N)C2=CC=CC=C2)(F)F ((1R*,2R*,5S*,7S*)-2-{[3,5-Bis(trifluoromethyl)phenyl]methoxy}-7-cyano-1-phenyl-8-(prop-2-enyl)-8-azabicyclo[3.2.1]octane). Yield: 76.4%. Reaction SMILES: [H-].[Na+].[C:3]([CH:5]1[C:11]2([C:16]3[CH:21]=[CH:20][CH:19]=[CH:18][CH:17]=3)[N:12]([CH2:13][CH:14]=[CH2:15])[CH:7]([CH2:8][CH2:9][CH:10]2[OH:22])[CH2:6]1)#[N:4].[F:23][C:24]([F:38])([F:37])[C:25]1[CH:26]=[C:27]([CH:30]=[C:31]([C:33]([F:36])([F:35])[F:34])[CH:32]=1)[CH2:28]Br.C1OCCOCCOCCOCCOCCOC1>C1COCC1>[F:23][C:24]([F:37])([F:38])[C:25]1[CH:26]=[C:27]([CH2:28][O:22][C@@H:10]2[CH2:9][CH2:8][C@@H:7]3[N:12]([CH2:13][CH:14]=[CH2:15])[C@@:11]2([C:16]2[CH:21]=[CH:20][CH:19]=[CH:18][CH:17]=2)[C@@H:5]([C:3]#[N:4])[CH2:6]3)[CH:30]=[C:31]([C:33]([F:34])([F:35])[F:36])[CH:32]=1 |f:0.1|. Procedure: Sodium hydride (60% in oil, 28 mg, 0.7 mmol) was added to a stirred mixture of 1R*,2R*,5S*,7S*)-7-cyano-1-phenyl-8-(prop-2-enyl)-8-azabicyclo[3.2.1]octan-2-ol (Description 25; 50 mg, 0.18 mmol), 3,5-bis(trifluoromethyl)benzyl bromide (0.6 ml, 3.27 mmol) and 18-crown-6 (38 mg, 0.14 mmol) in THF (4 ml) at room temperature. The reaction mixture was stirred for 20 hours, quenched with brine and extracted into dichloromethane. The combined organic extracts were washed with water, dried (Na2SO4) and c... Starting materials: OC1=NS(C(=C1O)C#N)(=O)=O.[Na].[Na] (disodium 3,4-dihydroxy-5-cyanoisothiazole-1,1-dioxide), [N+](=O)([O-])[O-].[Ag+] (silver nitrate). Run in O (water), O (water). Run at time 2.5 hour. Yields the product [Ag].[Ag].OC1=NS(C(=C1O)C#N)(=O)=O (3,4-Dihydroxy-5-cyanoisothiazole-1,1-dioxide disilver salt). Isolated yield 86.0%. As a reaction SMILES: [OH:1][C:2]1[C:6]([OH:7])=[C:5]([C:8]#[N:9])[S:4](=[O:11])(=[O:10])[N:3]=1.[Na].[Na].[N+]([O-])([O-])=O.[Ag+:18]>O>[Ag:18].[Ag:18].[OH:1][C:2]1[C:6]([OH:7])=[C:5]([C:8]#[N:9])[S:4](=[O:11])(=[O:10])[N:3]=1 |f:0.1.2,3.4,6.7.8,^1:11,12|. Procedure details: To a solution of disodium 3,4-dihydroxy-5-cyanoisothiazole-1,1-dioxide (7.4 g, 34 mmol) in water (60 ml) there was added a solution of silver nitrate (11.5 g, 68 mmol) in water (40 ml). The resulting suspension was stirred for 2-3 hours and the precipitate collected by filtration and washed with ethanol, diethyl ether and dried to give 11.4 g of title compound which was used without further purification.